Dataset: the Open Reaction Database (ORD), a public repository of structured organic reaction records. Task: describe an organic reaction: reactants, conditions, products, and yield Starting materials: C(C)(=O)NC1=C(C=C(C(=C1)SC)SC)SC (N-acetyl-2,4,5-trimethylthioaniline). Run in P(=O)(Cl)(Cl)Cl (phosphoryl chloride). Yields the product CC=1SC2=C(N1)C=C(C(=C2)SC)SC (2-Methyl-5,6-dimethylthiobenzothiazole), hydrochloride salt. Isolated yield 91.0%. RXN SMILES: [C:1]([NH:4][C:5]1[CH:10]=[C:9]([S:11][CH3:12])[C:8]([S:13][CH3:14])=[CH:7][C:6]=1[S:15]C)(=O)[CH3:2]>P(Cl)(Cl)(Cl)=O>[CH3:2][C:1]1[S:15][C:6]2[CH:7]=[C:8]([S:13][CH3:14])[C:9]([S:11][CH3:12])=[CH:10][C:5]=2[N:4]=1. Procedure details: 2-Methyl-5,6-dimethylthiobenzothiazole was prepared by combining N-acetyl-2,4,5-trimethylthioaniline (20 g , 0.073 mol) and phosphoryl chloride (40 mL) and heating the mixture on a steam bath for 10 min. During this time the reaction mixture solidified. The solid was collected, washed with ether and dried, affording 27 g of the hydrochloride salt. The free base was prepared by dissolving the salt in a mixture of 300 mL of ether and 300 mL of methanol and adding 35 mL of triethylamine. The solven...